Dataset: the Open Reaction Database (ORD), a public repository of structured organic reaction records. Task: describe an organic reaction: reactants, conditions, products, and yield Reactants: CC(C)(C)Oc1cncc(CCN2CCC(O)(COc3ccccc3F)CC2)n1, O=C([O-])O, CCOC(C)=O, CCOC(C)=O, ClCCl, Cl, [Na+]. Product: O=c1cncc(CCN2CCC(O)(COc3ccccc3F)CC2)[nH]1. RXN SMILES: [C:1]([CH3:2])([CH3:3])([CH3:4])[O:5][c:6]1[cH:7][n:8][cH:9][c:10]([CH2:12][CH2:13][N:14]2[CH2:15][CH2:16][C:17]([OH:20])([CH2:21][O:22][c:23]3[c:24]([F:29])[cH:25][cH:26][cH:27][cH:28]3)[CH2:18][CH2:19]2)[n:11]1.[C:30](=[O:31])([OH:32])[O-:33].[C:44]([O:45][CH2:46][CH3:47])(=[O:48])[CH3:49].[CH3:38][CH2:39][O:40][C:41](=[O:42])[CH3:43].[Cl:35][CH2:36][Cl:37].[ClH:50].[Na+:34]>>[O:5]=[c:6]1[cH:7][n:8][cH:9][c:10]([CH2:12][CH2:13][N:14]2[CH2:15][CH2:16][C:17]([OH:20])([CH2:21][O:22][c:23]3[c:24]([F:29])[cH:25][cH:26][cH:27][cH:28]3)[CH2:18][CH2:19]2)[nH:11]1.